Dataset: the Open Reaction Database (ORD), a public repository of structured organic reaction records. Task: describe an organic reaction: reactants, conditions, products, and yield Reactants: OCC1=NC(=C(C(=C1CCCCC)C1=CC=C(C=C1)F)CO[Si](C1=CC=CC=C1)(C1=CC=CC=C1)C(C)(C)C)C(C)C (2-Hydroxymethyl-3-pentyl-4-(4-fluorophenyl)-5-(t-butyldiphenylsiloxy)methyl-6-isopropylpyridine), CI (methyl iodide), [H-].[Na+] (sodium hydride). Run in O1CCCC1 (tetrahydrofuran), O (water). Reaction conditions: temperature 40 celsius. The product is COCC1=NC(=C(C(=C1CCCCC)C1=CC=C(C=C1)F)CO[Si](C1=CC=CC=C1)(C1=CC=CC=C1)C(C)(C)C)C(C)C (2-Methoxymethyl-3-pentyl-4-(4-fluorophenyl)-5-(t-butyldiphenylsiloxy)methyl-6-isopropylpyridine). Yield: 40.0%. As a reaction SMILES: [OH:1][CH2:2][C:3]1[C:8]([CH2:9][CH2:10][CH2:11][CH2:12][CH3:13])=[C:7]([C:14]2[CH:19]=[CH:18][C:17]([F:20])=[CH:16][CH:15]=2)[C:6]([CH2:21][O:22][Si:23]([C:36]([CH3:39])([CH3:38])[CH3:37])([C:30]2[CH:35]=[CH:34][CH:33]=[CH:32][CH:31]=2)[C:24]2[CH:29]=[CH:28][CH:27]=[CH:26][CH:25]=2)=[C:5]([CH:40]([CH3:42])[CH3:41])[N:4]=1.[CH3:43]I.[H-].[Na+]>O1CCCC1.O>[CH3:43][O:1][CH2:2][C:3]1[C:8]([CH2:9][CH2:10][CH2:11][CH2:12][CH3:13])=[C:7]([C:14]2[CH:19]=[CH:18][C:17]([F:20])=[CH:16][CH:15]=2)[C:6]([CH2:21][O:22][Si:23]([C:36]([CH3:39])([CH3:38])[CH3:37])([C:24]2[CH:29]=[CH:28][CH:27]=[CH:26][CH:25]=2)[C:30]2[CH:35]=[CH:34][CH:33]=[CH:32][CH:31]=2)=[C:5]([CH:40]([CH3:41])[CH3:42])[N:4]=1 |f:2.3|. Reported procedure: A mixture of the intermediate obtained in Example 200, Step B (0.1 g, 0.17 mmol), methyl iodide (0.013 mL, 1.2 equiv), and sodium hydride (8 mg of a 60% dispersion in mineral oil, 1.2 equiv) in tetrahydrofuran (1 mL) was heated at 40° C. for 3 h. The mixture was diluted with water and extracted with ethyl acetate (3×10 mL). The combined organic phase was washed with saturated aqueous sodium chloride solution (3×10 mL). Silica gel chromatography provided a colorless solid (40 mg, 40%). 1H NMR (30... Starting materials: C(C1=CC=CC=C1)N1C(C(N(CC1)C=1C=C2C=NN(C2=CC1)[Si](C(C)C)(C(C)C)C(C)C)CC1CCOCC1)=O (1-benzyl-3-(tetrahydro-pyran-4-ylmethyl)-4-(1-triisopropylsilanyl-1H-indazol-5-yl)-piperazin-2-one), solution, [H-].[H-].[H-].[H-].[Li+].[Al+3] (LiAlH4). The solvent is C1CCOC1 (THF). Conditions: temperature 120 celsius. Yields the product C(C1=CC=CC=C1)N1CC(N(CC1)C=1C=C2C=NNC2=CC1)CC1CCOCC1 (5-[4-benzyl-2-(tetrahydro-pyran-4-ylmethyl)-piperazin-1-yl]-1H-indazole). The yield is 58.9%. RXN SMILES: [CH2:1]([N:8]1[CH2:13][CH2:12][N:11]([C:14]2[CH:15]=[C:16]3[C:20](=[CH:21][CH:22]=2)[N:19]([Si](C(C)C)(C(C)C)C(C)C)[N:18]=[CH:17]3)[CH:10]([CH2:33][CH:34]2[CH2:39][CH2:38][O:37][CH2:36][CH2:35]2)[C:9]1=O)[C:2]1[CH:7]=[CH:6][CH:5]=[CH:4][CH:3]=1.[H-].[H-].[H-].[H-].[Li+].[Al+3]>C1COCC1>[CH2:1]([N:8]1[CH2:13][CH2:12][N:11]([C:14]2[CH:15]=[C:16]3[C:20](=[CH:21][CH:22]=2)[NH:19][N:18]=[CH:17]3)[CH:10]([CH2:33][CH:34]2[CH2:39][CH2:38][O:37][CH2:36][CH2:35]2)[CH2:9]1)[C:2]1[CH:3]=[CH:4][CH:5]=[CH:6][CH:7]=1 |f:1.2.3.4.5.6|. Reported procedure: To a solution of 1-benzyl-3-(tetrahydro-pyran-4-ylmethyl)-4-(1-triisopropylsilanyl-1H-indazol-5-yl)-piperazin-2-one (0.55 g, 1.0 mmol) in 10 mL of THF in a 20 mL microwave vial at 0° C. was slowly added a 1.0 M solution of LiAlH4 (2.1 mL, 2.1 mmol). After gas evolution ceased the vial was capped and heated at 120° C. for 600 seconds in a microwave. The solution was quenched by slow addition to a slurry of NaSO4 decahydrate in THF. The mixture was filtered through a pad of celite and the filtrate... The solvent is ClCCl (dichloromethane), O (water). The product is C1(CC1)CN(C1=NC(=CC=C1C=O)F)CC1CC1 (2-(bis-cyclopropylmethyl-amino)-6-fluoro-pyridine-3-carbaldehyde). The reactants are FC(C=1C=C(CN(C2=NN=NN2)CC=2C(=NC(=CC2)F)N(CC2CC2)CC2CC2)C=C(C1)C(F)(F)F)(F)F ((3-{[(3,5-bis-trifluoromethyl-benzyl)-(1H-tetrazol-5-yl)-amino]-methyl}-6-fluoro-pyridine-2-yl)-bis-cyclopropylmethyl-amine), S(=O)(=O)(OC)OC (dimethyl sulfate), [OH-].[Na+] (sodium hydroxide). Conditions: time 15 minute. Isolated yield 125.5%. Procedure details: To sodium hydroxide (33.6 mg, 0.8 mmol) stirred in water (2 mL) was added (3-{[(3,5-bis-trifluoromethyl-benzyl)-(1H-tetrazol-5-yl)-amino]-methyl}-6-fluoro-pyridine-2-yl)-bis-cyclopropylmethyl-amine (222 mg, 0.4 mmol) in dichloromethane (5 mL). After stirring for 15 minutes, dimethyl sulfate (0.05 mL, 0.44 mmol) and tetrabutylammonium bromide (7.5 mg, 0.0176 mmol) was added and the solution was left to stir at room temperature for 1 hour. The solution was extracted with dichloromethane (2×15 mL).... Reagents/catalysts: [Br-].C(CCC)[N+](CCCC)(CCCC)CCCC (tetrabutylammonium bromide). RXN SMILES: [OH-].[Na+].FC(F)(F)C1C=C(C=C(C(F)(F)F)C=1)CN([CH2:15][C:16]1[C:17]([N:23]([CH2:28][CH:29]2[CH2:31][CH2:30]2)[CH2:24][CH:25]2[CH2:27][CH2:26]2)=[N:18][C:19]([F:22])=[CH:20][CH:21]=1)C1NN=NN=1.S(OC)(OC)(=O)=[O:42]>O.ClCCl.[Br-].C([N+](CCCC)(CCCC)CCCC)CCC>[CH:25]1([CH2:24][N:23]([CH2:28][CH:29]2[CH2:31][CH2:30]2)[C:17]2[C:16]([CH:15]=[O:42])=[CH:21][CH:20]=[C:19]([F:22])[N:18]=2)[CH2:27][CH2:26]1 |f:0.1,6.7|. The reactants are OC1=C(C(=O)O)C=C(C=C1)C(CCCCCCC)=O (2-hydroxy-5-octanoylbenzoic acid), CN(C1=CC=CC=C1)C (N,N-dimethylaniline), ClC(=O)OCC (ethyl chloroformate). Run in C1(=CC=CC=C1)C (toluene). Reaction conditions: temperature 0 celsius, time 2 hour. The product is C(C)OC(=O)OC1=C(C(=O)O)C=C(C=C1)C(CCCCCCC)=O (2-ethoxycarbonyloxy-5-octanoylbenzoic acid). Isolated yield 89.8%. Reaction SMILES: [OH:1][C:2]1[CH:10]=[CH:9][C:8]([C:11](=[O:19])[CH2:12][CH2:13][CH2:14][CH2:15][CH2:16][CH2:17][CH3:18])=[CH:7][C:3]=1[C:4]([OH:6])=[O:5].CN(C)C1C=CC=CC=1.Cl[C:30]([O:32][CH2:33][CH3:34])=[O:31]>C1(C)C=CC=CC=1>[CH2:33]([O:32][C:30]([O:1][C:2]1[CH:10]=[CH:9][C:8]([C:11](=[O:19])[CH2:12][CH2:13][CH2:14][CH2:15][CH2:16][CH2:17][CH3:18])=[CH:7][C:3]=1[C:4]([OH:6])=[O:5])=[O:31])[CH3:34]. Procedure details: 4.89 g (18.50 mmol) of 2-hydroxy-5-octanoylbenzoic acid and 9 ml (70.30 mmol) of N,N-dimethylaniline are dissolved in 30 ml of toluene. The medium is cooled to 0° C., and 1.77 ml (18.50 mmol) of ethyl chloroformate are then added dropwise. After stirring for 2 hours at room temperature, the mixture is washed with aqueous 0.5N hydrochloric acid solution and then with water. The organic phase is dried over magnesium sulfate, filtered and concentrated. 5.59 g of 2-ethoxycarbonyloxy-5-octanoylbenzoi... Starting materials: OC(C(=O)O)(CNC(=O)C1=CC=C(C=C1)OC)CS(=O)(=O)C1=CC=C(C=C1)OC (2-Hydroxy-2-[(4-methoxybenzenesulfonyl)methyl]-3-(N-(4-methoxybenzenecarbonyl)amino)-propionic acid), 1-(3-dimethylaminopropyl)-3-ethylcarbodiilnide hydrochloride, Cl.C(C)(C)(C)ON (O-tert-butylhydroxylamine hydrochloride), CN1CCOCC1 (4-methylmorpholine). Solvent: C(Cl)Cl (methylene chloride). Conditions: time 6 hour. The product is ONC(C(CNC(=O)C1=CC=C(C=C1)OC)(CS(=O)(=O)C1=CC=C(C=C1)OC)O)=O (N-Hydroxy-2-hydroxy-2-[(4-methoxybenzenesulfonyl) methyl]-3-(N-(4-methoxybenzenecarbonyl)amino)-propionamide). Isolated yield 67.5%. As a reaction SMILES: [OH:1][C:2]([CH2:18][S:19]([C:22]1[CH:27]=[CH:26][C:25]([O:28][CH3:29])=[CH:24][CH:23]=1)(=[O:21])=[O:20])([CH2:6][NH:7][C:8]([C:10]1[CH:15]=[CH:14][C:13]([O:16][CH3:17])=[CH:12][CH:11]=1)=[O:9])[C:3](O)=[O:4].Cl.C([O:35][NH2:36])(C)(C)C.CN1CCOCC1>C(Cl)Cl>[OH:35][NH:36][C:3](=[O:4])[C:2]([OH:1])([CH2:18][S:19]([C:22]1[CH:27]=[CH:26][C:25]([O:28][CH3:29])=[CH:24][CH:23]=1)(=[O:21])=[O:20])[CH2:6][NH:7][C:8]([C:10]1[CH:15]=[CH:14][C:13]([O:16][CH3:17])=[CH:12][CH:11]=1)=[O:9] |f:1.2|. Procedure details: 2-Hydroxy-2-[(4-methoxybenzenesulfonyl)methyl]-3-(N-(4-methoxybenzenecarbonyl)amino)-propionic acid (100 mg, 0.24 mmol), 1-(3-dimethylaminopropyl)-3-ethylcarbodiilnide hydrochloride (68 mg, 0.35 mmol), O-tert-butylhydroxylamine hydrochloride (118 mg, 0.944 mmol), and 4-methylmorpholine (131 mg, 0.354 mmol) are dissolved in 20 mL of methylene chloride. The reaction mixture is stirred under nitrogen for 6 hours. The solvent is removed under reduced pressure, and the residue is dissolved in ethyl a... Starting materials: 2.1, N (ammonia), C(C1=CC=CC=C1)C1=NNC2=CC(=C(C=C12)C(=O)OC)O (methyl 3-benzyl-6-hydroxy-1H-indazole-5-carboxylate), N (ammonia), [Cl-].[Mg+2].[Cl-] (magnesium chloride). Reaction conditions: time 40 minute. Product: NC(=O)C=1C=C2C(=NNC2=CC1O)CC1=CC=CC=C1 (5-aminocarbonyl-3-benzyl-6-hydroxy-1H-indazole). Reaction SMILES: [NH3:1].[CH2:2]([C:9]1[C:17]2[C:12](=[CH:13][C:14]([OH:22])=[C:15]([C:18](OC)=[O:19])[CH:16]=2)[NH:11][N:10]=1)[C:3]1[CH:8]=[CH:7][CH:6]=[CH:5][CH:4]=1.[Cl-].[Mg+2].[Cl-]>>[NH2:1][C:18]([C:15]1[CH:16]=[C:17]2[C:12](=[CH:13][C:14]=1[OH:22])[NH:11][N:10]=[C:9]2[CH2:2][C:3]1[CH:8]=[CH:7][CH:6]=[CH:5][CH:4]=1)=[O:19] |f:2.3.4|. Procedure: 2.1 1.5 ml of ammonia (7 M in methanol) are added under argon to 30 mg of “A1”, and the mixture is stirred in the microwave at 100°/10 bar for 40 minutes. 0.5 ml of ammonia solution (32%) and 5.06 mg of magnesium chloride are added, and the mixture is stirred at 120°/17 bar for a further 40 minutes. The mixture is subjected to conventional work-up, and the residue is chromatographed over an RP18 silica-gel column, giving 2.7 mg of 5-aminocarbonyl-3-benzyl-6-hydroxy-1H-indazole (“A3”). Starting materials: Ice water, P(=O)(Cl)(Cl)Cl (phosphorus oxychloride), resultant mixture, C[Si](C)(C)C#N (trimethylsilyl cyanide), FCC1(OC2=C(C(C1)=O)C=C(C=C2)[N+](=O)[O-])CF (2,2-bis(fluoromethyl)-3,4-dihydro-6-nitro-2H-1-benzopyran-4-one), Cl (hydrochloric acid). The reagents and catalysts are [I-].[Zn+2].[I-] (zinc iodide). The solvent is N1=CC=CC=C1 (pyridine), C1=CC=CC=C1 (benzene). Product: C(#N)C1=CC(OC2=C1C=C(C=C2)[N+](=O)[O-])(CF)CF (4-cyano-2,2-bis(fluoromethyl)-6-nitro-2H-1-benzopyran). RXN SMILES: [F:1][CH2:2][C:3]1([CH2:17][F:18])[CH2:8][C:7](=O)[C:6]2[CH:10]=[C:11]([N+:14]([O-:16])=[O:15])[CH:12]=[CH:13][C:5]=2[O:4]1.C[Si]([C:23]#[N:24])(C)C.P(Cl)(Cl)(Cl)=O.Cl>[I-].[Zn+2].[I-].N1C=CC=CC=1.C1C=CC=CC=1>[C:23]([C:7]1[C:6]2[CH:10]=[C:11]([N+:14]([O-:16])=[O:15])[CH:12]=[CH:13][C:5]=2[O:4][C:3]([CH2:17][F:18])([CH2:2][F:1])[CH:8]=1)#[N:24] |f:4.5.6|. Procedure details: To a mixture of 4.05 g of 2,2-bis(fluoromethyl)-3,4-dihydro-6-nitro-2H-1-benzopyran-4-one and 10 ml of dried benzene was added 2.52 ml of trimethylsilyl cyanide with stirring under ice-cooling. 0.82 g of zinc iodide was added therein and the mixture was stirred at room temperature for 12 hours. Further, 8 ml of pyridine and 4.41 ml of phosphorus oxychloride were added therein and the resultant mixture was refluxed with heating for 6 hours. Ice water was added to the residue and it was acidified ...